From a dataset of the Open Reaction Database (ORD), a public repository of structured organic reaction records. describe an organic reaction: reactants, conditions, products, and yield RXN SMILES: [CH3:1][O-:2].[Na+].[Br:4][C:5]1[CH:12]=[CH:11][C:8]([CH:9]=[O:10])=[C:7](F)[C:6]=1[F:14]>CO>[Br:4][C:5]1[CH:12]=[CH:11][C:8]([CH:9]=[O:10])=[C:7]([O:2][CH3:1])[C:6]=1[F:14] |f:0.1|. The product is BrC1=C(C(=C(C=O)C=C1)OC)F (4-Bromo-3-fluoro-2-methoxybenzaldehyde). Solvent: CO (methanol). Procedure: Sodium methoxide (28% methanol solution, 69.1 g) was added to a solution of 4-bromo-2,3-difluorobenzaldehyde (52.8 g) in methanol (600 mL) at room temperature. The mixture was refluxed under nitrogen atmosphere for 2 hours and concentrated in vacuo to about 1/4 volume. The mixture was diluted with ethyl acetate and water. The mixture was extracted with ethyl acetate. The organic layer was separated, washed with water and brine, dried over anhydrous magnesium sulfate and concentrated in vacuo to ... The reactants are C[O-].[Na+] (Sodium methoxide), BrC1=C(C(=C(C=O)C=C1)F)F (4-bromo-2,3-difluorobenzaldehyde). Yield: 93.9%. Starting materials: CCc1nc(C)c[nH]1, CN(C)C=O, [H-], [Na+], Cc1ccc(S(=O)(=O)OCC2CC3c4cccc5[nH]cc(c45)CC3N(C)C2)cc1. Yields the product CCc1nc(C)cn1CC1CC2c3cccc4[nH]cc(c34)CC2N(C)C1. RXN SMILES: [CH2:3]([CH3:4])[c:5]1[nH:6][cH:7][c:8]([CH3:10])[n:9]1.[CH3:40][N:41]([CH3:42])[CH:43]=[O:44].[H-:1].[Na+:2].[O:11]([S:12]([c:13]1[cH:14][cH:15][c:16]([CH3:17])[cH:18][cH:19]1)(=[O:20])=[O:21])[CH2:22][CH:23]1[CH2:24][N:25]([CH3:39])[CH:26]2[CH2:27][c:28]3[cH:29][nH:30][c:31]4[cH:32][cH:33][cH:34][c:35]([c:38]34)[CH:36]2[CH2:37]1>>[CH2:3]([CH3:4])[c:5]1[n:6]([CH2:22][CH:23]2[CH2:24][N:25]([CH3:39])[CH:26]3[CH2:27][c:28]4[cH:29][nH:30][c:31]5[cH:32][cH:33][cH:34][c:35]([c:38]45)[CH:36]3[CH2:37]2)[cH:7][c:8]([CH3:10])[n:9]1. The reactants are [NH4+].C(#N)CCCCC(=O)[O-] (5-cyanopentanoic acid ammonium salt), Cl (HCl). Conditions: time 5 hour. Product: C(#N)CCCCC(=O)O (5-cyanopentanoic acid). Yield: 95.0%. Reaction SMILES: [NH4+].[C:2]([CH2:4][CH2:5][CH2:6][CH2:7][C:8]([O-:10])=[O:9])#[N:3].Cl>>[C:2]([CH2:4][CH2:5][CH2:6][CH2:7][C:8]([OH:10])=[O:9])#[N:3] |f:0.1|. Procedure: A 200-mL portion of the filtrate of the product mixture described above, containing the 5-cyanopentanoic acid ammonium salt (1.13M ), was adjusted to pH 2.5 with 6N HCl, then saturated with sodium chloride and extracted with 4×200 mL of ethyl ether. The combined ether extracts were dried over magnesium sulfate, filtered, and the solvent removed by rotary evaporation at reduced pressure. Remaining ether was removed by stirring the colorless liquid at room temperature under high vacuum (60 millito...